This data is from the Open Reaction Database (ORD), a public repository of structured organic reaction records. The task is: describe an organic reaction: reactants, conditions, products, and yield Starting materials: C(C)(C)(C)OC(=O)N1C[C@H](N[C@H](C1)C)C ((3R,5S)-3,5-dimethyl-piperazine-1-carboxylic acid tert-butyl ester), Br.BrCC1=NC=CC=C1 (2-(bromomethyl)-pyridine hydrobromide), C([O-])([O-])=O.[K+].[K+] (potassium carbonate), ClC=1N=C(C2=C(N1)C=C(S2)CN2C[C@@H](N([C@@H](C2)C)CC2=NC=CC=C2)C)N2CCOCC2 (2-Chloro-6-((3S,5R)-3,5-dimethyl-4-pyridin-2-ylmethyl-piperazin-1-ylmethyl)-4-morpholin-4-yl-thieno[3,2-d]pyrimidine), C[C@@H]1N([C@@H](CNC1)C)CC1=NC=CC=C1 ((2S,6R)-2,6-dimethyl-1-pyridin-2-ylmethyl-piperazine), Amine. The solvent is C(Cl)Cl (DCM), CC#N (MeCN). The product is C(C)(C)(C)OC(=O)N1C[C@@H](N([C@@H](C1)C)CC1=NC=CC=C1)C ((3S,5R)-3,5-dimethyl-4-pyridin-2-ylmethyl-piperazine-1-carboxylic acid tert-butyl ester). RXN SMILES: ClC1N=C(N2CCOCC2)C2SC(CN3C[C@@H](C)N(CC4C=CC=CN=4)[C@@H](C)C3)=CC=2N=1.[CH3:33][C@H:34]1[CH2:39][NH:38][CH2:37][C@@H:36]([CH3:40])[N:35]1[CH2:41][C:42]1[CH:47]=[CH:46][CH:45]=[CH:44][N:43]=1.[C:48]([O:52][C:53](N1C[C@H](C)N[C@H](C)C1)=[O:54])([CH3:51])([CH3:50])[CH3:49].Br.BrCC1C=CC=CN=1.C(=O)([O-])[O-].[K+].[K+]>CC#N.C(Cl)Cl>[C:48]([O:52][C:53]([N:38]1[CH2:39][C@@H:34]([CH3:33])[N:35]([CH2:41][C:42]2[CH:47]=[CH:46][CH:45]=[CH:44][N:43]=2)[C@@H:36]([CH3:40])[CH2:37]1)=[O:54])([CH3:51])([CH3:50])[CH3:49] |f:3.4,5.6.7|. Procedure details: Via 2-Chloro-6-((3S,5R)-3,5-dimethyl-4-pyridin-2-ylmethyl-piperazin-1-ylmethyl)-4-morpholin-4-yl-thieno[3,2-d]pyrimidine, prepared from (2S,6R)-2,6-dimethyl-1-pyridin-2-ylmethyl-piperazine. Amine preparation: (3R,5S)-3,5-dimethyl-piperazine-1-carboxylic acid tert-butyl ester (845 mg), 2-(bromomethyl)-pyridine hydrobromide (1 g) and potassium carbonate (1.15 g) was heated to reflux in MeCN (10 mL). After heating for 24 h the reaction mixture was diluted with DCM, washed with sodium bicarbonate so... The reactants are 100, [N+](=O)([O-])C1=CC=C(C(Br)Br)C=C1 (p-nitrobenzal bromide), ClC1=CC=CC=C1 (chlorobenzene), 80, BrBr (bromine), [OH-].[Na+] (sodium hydroxide). Run in O (water). Yields the product 110, [N+](=O)([O-])C1=CC=C(C=C1)C(Br)(Br)Br (p-nitrobenzotribromide). Yield: 86.0%. RXN SMILES: [N+:1]([C:4]1[CH:12]=[CH:11][C:7]([CH:8]([Br:10])[Br:9])=[CH:6][CH:5]=1)([O-:3])=[O:2].ClC1C=CC=CC=1.[Br:20]Br.[OH-].[Na+]>O>[N+:1]([C:4]1[CH:12]=[CH:11][C:7]([C:8]([Br:20])([Br:9])[Br:10])=[CH:6][CH:5]=1)([O-:3])=[O:2] |f:3.4|. Procedure details: A solution of 100 parts of p-nitrobenzal bromide in 1,000 parts of chlorobenzene is stirred with a solution of 80 parts of bromine plus 160 parts of 50% sodium hydroxide in 1,000 parts of water at 50° C for 10 hours. The bottom layer is separated and evaporated to dryness to give 110 parts (86% yield) of p-nitrobenzotribromide, m.p. 66°-70° C.